This data is from the Open Reaction Database (ORD), a public repository of structured organic reaction records. The task is: describe an organic reaction: reactants, conditions, products, and yield The reactants are BrC=1C=CC2=C(C=C(CCS2(=O)=O)C(=O)NC2=CC=C(C=C2)CN(C2CCOCC2)C)C1 (7-bromo-N-[4-[[N-methyl-N-(tetrahydropyran-4-yl)amino]methyl]phenyl]-1,1-dioxo-2,3-dihydro-1-benzothiepine-4-carboxamide), B(OC1=CC(=C(C=C1)OCC)Cl)([O-])[O-] (3-chloro-4-ethoxyphenyl borate), C([O-])([O-])=O.[K+].[K+] (potassium carbonate). The reagents and catalysts are C=1C=CC(=CC1)[P](C=2C=CC=CC2)(C=3C=CC=CC3)[Pd]([P](C=4C=CC=CC4)(C=5C=CC=CC5)C=6C=CC=CC6)([P](C=7C=CC=CC7)(C=8C=CC=CC8)C=9C=CC=CC9)[P](C=1C=CC=CC1)(C=1C=CC=CC1)C=1C=CC=CC1 (tetrakistriphenylphosphinepalladium). Run in C1(=CC=CC=C1)C.C(C)O.O (toluene ethanol water). Run at time 1 hour. The product is ClC=1C=C(C=CC1OCC)C=1C=CC2=C(C=C(CCS2(=O)=O)C(=O)NC2=CC=C(C=C2)CN(C2CCOCC2)C)C1 (7-(3-chloro-4-ethoxyphenyl)-N-[4-[[N-methyl-N-(tetrahydropyran-4-yl)amino]methyl]phenyl]-1,1-dioxo-2,3-dihydro-1-benzothiepine-4-carboxamide). The yield is 11.1%. As a reaction SMILES: Br[C:2]1[CH:3]=[CH:4][C:5]2[S:11](=[O:13])(=[O:12])[CH2:10][CH2:9][C:8]([C:14]([NH:16][C:17]3[CH:22]=[CH:21][C:20]([CH2:23][N:24]([CH3:31])[CH:25]4[CH2:30][CH2:29][O:28][CH2:27][CH2:26]4)=[CH:19][CH:18]=3)=[O:15])=[CH:7][C:6]=2[CH:32]=1.B([O-])([O-])O[C:35]1[CH:40]=[CH:39][C:38]([O:41][CH2:42][CH3:43])=[C:37]([Cl:44])[CH:36]=1.C(=O)([O-])[O-].[K+].[K+]>C1(C)C=CC=CC=1.C(O)C.O.C1C=CC([P]([Pd]([P](C2C=CC=CC=2)(C2C=CC=CC=2)C2C=CC=CC=2)([P](C2C=CC=CC=2)(C2C=CC=CC=2)C2C=CC=CC=2)[P](C2C=CC=CC=2)(C2C=CC=CC=2)C2C=CC=CC=2)(C2C=CC=CC=2)C2C=CC=CC=2)=CC=1>[Cl:44][C:37]1[CH:36]=[C:35]([C:2]2[CH:3]=[CH:4][C:5]3[S:11](=[O:13])(=[O:12])[CH2:10][CH2:9][C:8]([C:14]([NH:16][C:17]4[CH:18]=[CH:19][C:20]([CH2:23][N:24]([CH3:31])[CH:25]5[CH2:30][CH2:29][O:28][CH2:27][CH2:26]5)=[CH:21][CH:22]=4)=[O:15])=[CH:7][C:6]=3[CH:32]=2)[CH:40]=[CH:39][C:38]=1[O:41][CH2:42][CH3:43] |f:2.3.4,5.6.7,^1:67,69,88,107|. Reported procedure: Under argon atmosphere, a mixture of 7-bromo-N-[4-[[N-methyl-N-(tetrahydropyran-4-yl)amino]methyl]phenyl]-1,1-dioxo-2,3-dihydro-1-benzothiepine-4-carboxamide (300 mg), 3-chloro-4-ethoxyphenyl borate (127 mg) and potassium carbonate (160 mg) in toluene/ethanol/water (10/1/1 ml) was stirred at room temperature for 1 hour. To the mixture was added tetrakistriphenylphosphinepalladium (33 mg), and the mixture was refluxed for 30 hours, cooled, extracted with ethyl acetate, washed with saturated brine... Reactants: [Br-], O=Cc1cc(Br)ccc1F, C[Mg+]. Yields the product CC(O)c1cc(Br)ccc1F. As a reaction SMILES: [Br-:11].[Br:1][c:2]1[cH:3][cH:4][c:5]([F:10])[c:6]([CH:7]=[O:8])[cH:9]1.[CH3:12][Mg+:13]>>[Br:1][c:2]1[cH:3][cH:4][c:5]([F:10])[c:6]([CH:7]([OH:8])[CH3:12])[cH:9]1. Starting materials: C=CCOCC(NC(=O)OC(C)(C)C)C(CO)O[Si](C)(C)C(C)(C)C, CCOC(C)=O, ClCCl, [Na+], [Na+], [Na+], O=C([O-])O, O=S([O-])([O-])=S. The product is C=CCOCC(NC(=O)OC(C)(C)C)C(C=O)O[Si](C)(C)C(C)(C)C. Reaction SMILES: [CH2:1]([CH:2]=[CH2:3])[O:4][CH2:5][CH:6]([CH:7]([CH2:8][OH:9])[O:10][Si:11]([CH3:12])([CH3:13])[C:14]([CH3:15])([CH3:16])[CH3:17])[NH:18][C:19]([O:20][C:21]([CH3:22])([CH3:23])[CH3:24])=[O:25].[CH3:41][CH2:42][O:43][C:44]([CH3:45])=[O:46].[Cl:38][CH2:39][Cl:40].[Na+:30].[Na+:31].[Na+:32].[O-:26][C:27]([OH:28])=[O:29].[O-:33][S:34]([O-:35])(=[S:36])=[O:37]>>[CH2:1]([CH:2]=[CH2:3])[O:4][CH2:5][CH:6]([CH:7]([CH:8]=[O:9])[O:10][Si:11]([CH3:12])([CH3:13])[C:14]([CH3:15])([CH3:16])[CH3:17])[NH:18][C:19]([O:20][C:21]([CH3:22])([CH3:23])[CH3:24])=[O:25]. The reactants are CC(=O)O, CSc1nc(NNC(=O)C(CC2CCCC2)CN(C=O)OC2CCCCO2)c(F)c(N2CCC2)n1, O. The product is CSc1nc(NNC(=O)C(CC2CCCC2)CN(O)C=O)c(F)c(N2CCC2)n1. As a reaction SMILES: [C:36]([OH:37])(=[O:38])[CH3:39].[N:1]1([c:5]2[c:6]([F:35])[c:7]([NH:13][NH:14][C:15]([CH:16]([CH2:17][N:18]([CH:19]=[O:20])[O:21][CH:22]3[CH2:23][CH2:24][CH2:25][CH2:26][O:27]3)[CH2:28][CH:29]3[CH2:30][CH2:31][CH2:32][CH2:33]3)=[O:34])[n:8][c:9]([S:11][CH3:12])[n:10]2)[CH2:2][CH2:3][CH2:4]1.[OH2:40]>>[N:1]1([c:5]2[c:6]([F:35])[c:7]([NH:13][NH:14][C:15]([CH:16]([CH2:17][N:18]([CH:19]=[O:20])[OH:21])[CH2:28][CH:29]3[CH2:30][CH2:31][CH2:32][CH2:33]3)=[O:34])[n:8][c:9]([S:11][CH3:12])[n:10]2)[CH2:2][CH2:3][CH2:4]1. Reactants: ClC1=CC(=C(C=C1)O)I (4-chloro-2-iodophenol), N1C=NC=C1 (1H-imidazole), C(C)(C)(C)[Si](C)(C)Cl (tert-butyl(chloro)dimethylsilane). The solvent is ClCCl (dichloromethane), ClCCl (dichloromethane). Reaction conditions: time 16 hour. Yields the product C(C)(C)(C)[Si](C)(C)OC1=C(C=C(C=C1)Cl)I (tert-Butyl(4-chloro-2-iodophenoxy)dimethylsilane). Isolated yield 95.0%. RXN SMILES: [Cl:1][C:2]1[CH:7]=[CH:6][C:5]([OH:8])=[C:4]([I:9])[CH:3]=1.N1C=CN=C1.[C:15]([Si:19](Cl)([CH3:21])[CH3:20])([CH3:18])([CH3:17])[CH3:16]>ClCCl>[C:15]([Si:19]([O:8][C:5]1[CH:6]=[CH:7][C:2]([Cl:1])=[CH:3][C:4]=1[I:9])([CH3:21])[CH3:20])([CH3:18])([CH3:17])[CH3:16]. Reported procedure: To a solution of 4-chloro-2-iodophenol (1.587 g, 6.238 mmol) in dichloromethane (10 ml) was added 1H-imidazole (1.01 g, 14.3 mmol) followed by a solution of tert-butyl(chloro)dimethylsilane (2.63 ml, 13.7 mmol) in dichloromethane (10 ml) dropwise. The resulting white suspension was stirred for 16 hours at room temperature before concentrating in vacuo. The residue was diluted with ethyl acetate (20 ml) and water (20 ml). The aqueous phase was acidified with hydrochloric acid (2 M aqueous solutio... The reactants are [Ca+2], O=[N+]([O-])c1ccc(F)c(F)c1F, [OH-], [OH-], O, O=S(=O)(O)O. Yields the product O=[N+]([O-])c1ccc(F)c(F)c1O. RXN SMILES: [Ca+2:14].[F:1][c:2]1[c:3]([N+:10](=[O:11])[O-:12])[cH:4][cH:5][c:6]([F:9])[c:7]1[F:8].[OH-:13].[OH-:15].[OH2:21].[S:16]([OH:17])(=[O:18])(=[O:19])[OH:20]>>[c:2]1([OH:17])[c:3]([N+:10](=[O:11])[O-:12])[cH:4][cH:5][c:6]([F:9])[c:7]1[F:8].